Dataset: the Open Reaction Database (ORD), a public repository of structured organic reaction records. Task: describe an organic reaction: reactants, conditions, products, and yield Reactants: C(OC(Cl)(Cl)Cl)(OC(Cl)(Cl)Cl)=O (bis(trichloromethyl) carbonate), C1(CC1)N (cyclopropylamine), [C@H]1(CCC2=CC=CC=C12)NC1=NC2=CC=C(C=C2C=C1)N ((R)—N2-indan-1-yl-quinoline-2,6-diamine). The product is C1(CC1)NC(=O)NC=1C=C2C=CC(=NC2=CC1)N[C@@H]1CCC2=CC=CC=C12 (1-Cyclopropyl-3-[2-((R)-indan-1-ylamino)-quinolin-6-yl]-urea). RXN SMILES: [C:1](=[O:12])(OC(Cl)(Cl)Cl)OC(Cl)(Cl)Cl.[CH:13]1([NH2:16])[CH2:15][CH2:14]1.[C@H:17]1([NH:26][C:27]2[CH:36]=[CH:35][C:34]3[C:29](=[CH:30][CH:31]=[C:32]([NH2:37])[CH:33]=3)[N:28]=2)[C:25]2[C:20](=[CH:21][CH:22]=[CH:23][CH:24]=2)[CH2:19][CH2:18]1>>[CH:13]1([NH:16][C:1]([NH:37][C:32]2[CH:33]=[C:34]3[C:29](=[CH:30][CH:31]=2)[N:28]=[C:27]([NH:26][C@H:17]2[C:25]4[C:20](=[CH:21][CH:22]=[CH:23][CH:24]=4)[CH2:19][CH2:18]2)[CH:36]=[CH:35]3)=[O:12])[CH2:15][CH2:14]1. Procedure details: The title compound was prepared in accordance with the general method 4 described in example 16 from bis(trichloromethyl) carbonate, cyclopropylamine and (R)—N2-indan-1-yl-quinoline-2,6-diamine; MS: m/e=359.5 (M+H+). The reactants are O=Cc1cccc(C(=O)c2ccccc2)c1, CC(=O)O[BH-](OC(C)=O)OC(C)=O, CC(=O)O, CO, NCCc1cccc(Cl)c1, CC(Cl)Cl, [Na+]. Product: O=C(c1ccccc1)c1cccc(CNCCc2cccc(Cl)c2)c1. As a reaction SMILES: [C:1]([c:2]1[cH:3][cH:4][cH:5][cH:6][cH:7]1)(=[O:8])[c:9]1[cH:10][c:11]([CH:12]=[O:13])[cH:14][cH:15][cH:16]1.[C:31]([O:32][BH-:33]([O:34][C:35](=[O:36])[CH3:37])[O:38][C:39](=[O:40])[CH3:41])(=[O:42])[CH3:43].[CH3:27][C:28](=[O:29])[OH:30].[CH3:45][OH:46].[Cl:17][c:18]1[cH:19][c:20]([CH2:24][CH2:25][NH2:26])[cH:21][cH:22][cH:23]1.[Cl:47][CH:48]([Cl:49])[CH3:50].[Na+:44]>>[C:1]([c:2]1[cH:3][cH:4][cH:5][cH:6][cH:7]1)(=[O:8])[c:9]1[cH:10][c:11]([CH2:12][NH:26][CH2:25][CH2:24][c:20]2[cH:19][c:18]([Cl:17])[cH:23][cH:22][cH:21]2)[cH:14][cH:15][cH:16]1.